This data is from the Open Reaction Database (ORD), a public repository of structured organic reaction records. The task is: describe an organic reaction: reactants, conditions, products, and yield Starting materials: CCOP(=O)(CC#N)OCC, CCCCCC, FC(F)(F)c1cnc(-c2ccc(Cl)c(CBr)c2)c(Cl)c1, [Li]CCCC, C1CCOC1. Product: CCOP(=O)(OCC)C(C#N)Cc1cc(-c2ncc(C(F)(F)F)cc2Cl)ccc1Cl. Reaction SMILES: [C:6](#[N:7])[CH2:8][P:9]([O:10][CH2:11][CH3:12])([O:13][CH2:14][CH3:15])=[O:16].[CH3:37][CH2:38][CH2:39][CH2:40][CH2:41][CH3:42].[Cl:17][c:18]1[c:19]([CH2:20][Br:21])[cH:22][c:23](-[c:26]2[n:27][cH:28][c:29]([C:33]([F:34])([F:35])[F:36])[cH:30][c:31]2[Cl:32])[cH:24][cH:25]1.[Li:1][CH2:2][CH2:3][CH2:4][CH3:5].[O:43]1[CH2:44][CH2:45][CH2:46][CH2:47]1>>[C:6](#[N:7])[CH:8]([P:9]([O:10][CH2:11][CH3:12])([O:13][CH2:14][CH3:15])=[O:16])[CH2:20][c:19]1[c:18]([Cl:17])[cH:25][cH:24][c:23](-[c:26]2[n:27][cH:28][c:29]([C:33]([F:34])([F:35])[F:36])[cH:30][c:31]2[Cl:32])[cH:22]1. Reactants: CC1C=CC2=CC(C(C)(C)C)CC(O)C2C1(CCC1CC(C(C)(C)C)C(O[SiH](C)C)C(=O)O1)O[SiH](C)C, COCC(C)(C)C(=O)O. The product is COCC(C)(C)C(=O)OC1CC(C(C)(C)C)C=C2C=CC(C)C(CCC3CC(C(C)(C)C)C(O[SiH](C)C)C(=O)O3)(O[SiH](C)C)C21. RXN SMILES: [C:10]([CH3:11])([CH3:12])([CH3:13])[CH:14]1[CH:15]=[C:16]2[CH:17]=[CH:18][CH:19]([CH3:46])[C:20]([CH2:25][CH2:26][CH:27]3[CH2:28][CH:29]([C:38]([CH3:39])([CH3:40])[CH3:41])[CH:30]([O:34][SiH:35]([CH3:36])[CH3:37])[C:31](=[O:33])[O:32]3)([O:42][SiH:43]([CH3:44])[CH3:45])[CH:21]2[CH:22]([OH:24])[CH2:23]1.[CH3:1][O:2][CH2:3][C:4]([C:5](=[O:6])[OH:7])([CH3:8])[CH3:9]>>[CH3:1][O:2][CH2:3][C:4]([C:5]([O:6][CH:22]1[CH:21]2[C:16](=[CH:15][CH:14]([C:10]([CH3:11])([CH3:12])[CH3:13])[CH2:23]1)[CH:17]=[CH:18][CH:19]([CH3:46])[C:20]2([CH2:25][CH2:26][CH:27]1[CH2:28][CH:29]([C:38]([CH3:39])([CH3:40])[CH3:41])[CH:30]([O:34][SiH:35]([CH3:36])[CH3:37])[C:31](=[O:33])[O:32]1)[O:42][SiH:43]([CH3:44])[CH3:45])=[O:7])([CH3:8])[CH3:9]. Reactants: Brc1cccc2c3c([nH]c12)CN1CCC3CC1, Cc1ccc(C=CB2OC(C)(C)C(C)(C)O2)cn1. The product is Cc1ccc(C=Cc2cccc3c4c([nH]c23)CN2CCC4CC2)cn1. As a reaction SMILES: [Br:19][c:20]1[cH:21][cH:22][cH:23][c:24]2[c:25]3[c:26]([nH:27][c:28]12)[CH2:29][N:30]1[CH2:31][CH2:32][CH:33]3[CH2:34][CH2:35]1.[CH3:1][c:2]1[n:3][cH:4][c:5]([CH:8]=[CH:9][B:10]2[O:11][C:12]([CH3:13])([CH3:14])[C:15]([CH3:16])([CH3:17])[O:18]2)[cH:6][cH:7]1>>[CH3:1][c:2]1[n:3][cH:4][c:5]([CH:8]=[CH:9][c:20]2[cH:21][cH:22][cH:23][c:24]3[c:25]4[c:26]([nH:27][c:28]23)[CH2:29][N:30]2[CH2:31][CH2:32][CH:33]4[CH2:34][CH2:35]2)[cH:6][cH:7]1. Starting materials: Cc1cccc(C)c1-c1cc2ccc(C(=O)O)cc2[nH]1, Cc1ccc(N)cc1C. The product is Cc1ccc(NC(=O)c2ccc3cc(-c4c(C)cccc4C)[nH]c3c2)cc1C. RXN SMILES: [CH3:1][c:2]1[c:3](-[c:9]2[nH:10][c:11]3[cH:12][c:13]([C:18](=[O:19])[OH:20])[cH:14][cH:15][c:16]3[cH:17]2)[c:4]([CH3:8])[cH:5][cH:6][cH:7]1.[CH3:21][c:22]1[cH:23][cH:24][c:25]([NH2:26])[cH:27][c:28]1[CH3:29]>>[CH3:1][c:2]1[c:3](-[c:9]2[nH:10][c:11]3[cH:12][c:13]([C:18](=[O:19])[NH:26][c:25]4[cH:24][cH:23][c:22]([CH3:21])[c:28]([CH3:29])[cH:27]4)[cH:14][cH:15][c:16]3[cH:17]2)[c:4]([CH3:8])[cH:5][cH:6][cH:7]1. Reactants: CC(=O)Nc1cccc(C2CCN(CCCN)CC2)c1, O=C(O)C(c1ccc(Cl)cc1)c1ccc(Cl)cc1. The product is CC(=O)Nc1cccc(C2CCN(CCCNC(=O)C(c3ccc(Cl)cc3)c3ccc(Cl)cc3)CC2)c1. As a reaction SMILES: [NH2:19][CH2:20][CH2:21][CH2:22][N:23]1[CH2:24][CH2:25][CH:26]([c:29]2[cH:30][c:31]([NH:35][C:36]([CH3:37])=[O:38])[cH:32][cH:33][cH:34]2)[CH2:27][CH2:28]1.[OH:1][C:2](=[O:3])[CH:4]([c:5]1[cH:6][cH:7][c:8]([Cl:9])[cH:10][cH:11]1)[c:12]1[cH:13][cH:14][c:15]([Cl:16])[cH:17][cH:18]1>>[C:2](=[O:3])([CH:4]([c:5]1[cH:6][cH:7][c:8]([Cl:9])[cH:10][cH:11]1)[c:12]1[cH:13][cH:14][c:15]([Cl:16])[cH:17][cH:18]1)[NH:19][CH2:20][CH2:21][CH2:22][N:23]1[CH2:24][CH2:25][CH:26]([c:29]2[cH:30][c:31]([NH:35][C:36]([CH3:37])=[O:38])[cH:32][cH:33][cH:34]2)[CH2:27][CH2:28]1.